This data is from the Open Reaction Database (ORD), a public repository of structured organic reaction records. The task is: describe an organic reaction: reactants, conditions, products, and yield The reactants are [C-]#N.[K+] (potassium cyanide), N1CCCC1 (pyrrolidine), C(C1=CC=CC=C1)N1CCC(CC1)=O (1-benzylpiperidin-4-one), Cl (hydrochloric acid). Solvent: O (water), CCOC(=O)C.CCCCCCC (EtOAc heptane), C(C)(=O)OCC (ethyl acetate), C(C)O (ethanol). Run at time 10 minute. The product is C(C1=CC=CC=C1)N1CCC(CC1)(C#N)N1CCCC1 (1-Benzyl-4-(pyrrolidin-1-yl)piperidine-4-carbonitrile). Isolated yield 98.4%. RXN SMILES: [NH:1]1[CH2:5][CH2:4][CH2:3][CH2:2]1.[CH2:6]([N:13]1[CH2:18][CH2:17][C:16](=O)[CH2:15][CH2:14]1)[C:7]1[CH:12]=[CH:11][CH:10]=[CH:9][CH:8]=1.Cl.[C-:21]#[N:22].[K+]>C(O)C.O.C(OCC)(=O)C.CCOC(C)=O.CCCCCCC>[CH2:6]([N:13]1[CH2:18][CH2:17][C:16]([N:1]2[CH2:5][CH2:4][CH2:3][CH2:2]2)([C:21]#[N:22])[CH2:15][CH2:14]1)[C:7]1[CH:12]=[CH:11][CH:10]=[CH:9][CH:8]=1 |f:3.4,8.9|. Procedure: 100 g (5 eq) pyrrolidine were added to a solution of 50 g (1 eq) 1-benzylpiperidin-4-one in 250 ml ethanol and the mixture was stirred for 10 min at room temperature. 25 ml (0.5 eq) hydrochloric acid were then added dropwise to the reaction mixture over a period of 10 min and the mixture was stirred for 30 min at room temperature. 55 g (3 eq) potassium cyanide dissolved in 250 ml water were added to this reaction mixture and it was stirred for three days at room temperature. The reaction course ... Starting materials: CCC(CC)(c1ccc(CCC(O)C(C)(C)C)c(C)c1)c1ccc(-c2ccc(C(N)C(=O)OC)cc2)c(C)c1, CO, [Na+], [OH-]. Product: [Na+], CCC(CC)(c1ccc(CCC(O)C(C)(C)C)c(C)c1)c1ccc(-c2ccc(C(N)C(=O)[O-])cc2)c(C)c1. As a reaction SMILES: [CH3:3][O:4][C:5]([CH:6]([c:7]1[cH:8][cH:9][c:10](-[c:13]2[c:14]([CH3:39])[cH:15][c:16]([C:19]([CH2:20][CH3:21])([c:22]3[cH:23][c:24]([CH3:36])[c:25]([CH2:28][CH2:29][CH:30]([C:31]([CH3:32])([CH3:33])[CH3:34])[OH:35])[cH:26][cH:27]3)[CH2:37][CH3:38])[cH:17][cH:18]2)[cH:11][cH:12]1)[NH2:40])=[O:41].[CH3:42][OH:43].[Na+:2].[OH-:1]>>[Na+:2].[O:4]=[C:5]([CH:6]([c:7]1[cH:8][cH:9][c:10](-[c:13]2[c:14]([CH3:39])[cH:15][c:16]([C:19]([CH2:20][CH3:21])([c:22]3[cH:23][c:24]([CH3:36])[c:25]([CH2:28][CH2:29][CH:30]([C:31]([CH3:32])([CH3:33])[CH3:34])[OH:35])[cH:26][cH:27]3)[CH2:37][CH3:38])[cH:17][cH:18]2)[cH:11][cH:12]1)[NH2:40])[O-:41]. Starting materials: C1(=CC=CC=C1)CN1C(CCC1)C=1C=C(C=CC1)O (3-[1-phenylmethyl-2-pyrrolidinyl]phenol), C(=O)(N1C=NC=C1)N1C=NC=C1 (1,1'-carbonyldiimidazole), NCCN1CCOCC1 (4-(2-aminoethyl)morpholine), C([O-])(O)=O.[Na+] (sodium bicarbonate). Run in O1CCCC1 (tetrahydrofuran), C(C)(=O)O (acetic acid), O1CCCC1 (tetrahydrofuran), C(C)(=O)O (acetic acid), CCOCC (ether). Reaction conditions: time 48 hour. Product: N1(CCOCC1)CCNC(OC1=CC(=CC=C1)C1N(CCC1)CC1=CC=CC=C1)=O (3-(1-Phenylmethyl-2-pyrrolidinyl)phenyl 2-(4-morpholinyl)ethylcarbamate). Isolated yield 54.0%. RXN SMILES: [C:1]1([CH2:7][N:8]2[CH2:12][CH2:11][CH2:10][CH:9]2[C:13]2[CH:14]=[C:15]([OH:19])[CH:16]=[CH:17][CH:18]=2)[CH:6]=[CH:5][CH:4]=[CH:3][CH:2]=1.[C:20]([N:27]1[CH:31]=[CH:30][N:29]=[CH:28]1)(N1C=CN=C1)=[O:21].NCCN1C[CH2:39][O:38][CH2:37][CH2:36]1.C(=O)(O)[O-].[Na+]>O1CCCC1.C(O)(=O)C.CCOCC>[N:29]1([CH2:30][CH2:31][NH:27][C:20](=[O:21])[O:19][C:15]2[CH:16]=[CH:17][CH:18]=[C:13]([CH:9]3[CH2:10][CH2:11][CH2:12][N:8]3[CH2:7][C:1]3[CH:6]=[CH:5][CH:4]=[CH:3][CH:2]=3)[CH:14]=2)[CH2:28][CH2:39][O:38][CH2:37][CH2:36]1 |f:3.4|. Reported procedure: To a solution of 3-[1-phenylmethyl-2-pyrrolidinyl]phenol (0.64 g) in dry tetrahydrofuran (20 ml) was added 1,1'-carbonyldiimidazole (0.61 g) at ambient temperature, under nitrogen. The reaction mixture was stirred for 48 hrs, glacial acetic acid (0.50 ml) was added followed by a solution of 4-(2-aminoethyl)morpholine (0.43 ml) in tetrahydrofuran (1.0 ml) and glacial acetic acid (0.20 ml). After 3 hrs, the reaction mixture was poured into saturated sodium bicarbonate solution and ether. The layer...